From a dataset of the Open Reaction Database (ORD), a public repository of structured organic reaction records. describe an organic reaction: reactants, conditions, products, and yield Starting materials: ketimine, C1(=CC=CC=C1)C1CCC(C2=CC=CC=C12)=O (4-phenyltetralone), C(C1=CC=CC=C1)(=O)C1=CC=CC=C1 (benzophenone), liquid, CN (methylamine). The reagents and catalysts are [Ti](Cl)(Cl)(Cl)Cl (titanium tetrachloride). Run in C1=CC=CC=C1 (benzene), C1=CC=CC=C1 (benzene). Reaction conditions: temperature 50 celsius, time 8 hour. Product: CN=C1CCC(C2=CC=CC=C12)C1=CC=CC=C1 (N-methyl-4-phenyl-3,4-dihydro-1(2H)-naphthalenone imine). Reaction SMILES: [C:1]1([CH:7]2[C:16]3[C:11](=[CH:12][CH:13]=[CH:14][CH:15]=3)[C:10](=O)[CH2:9][CH2:8]2)[CH:6]=[CH:5][CH:4]=[CH:3][CH:2]=1.C(C1C=CC=CC=1)(=O)C1C=CC=CC=1.[CH3:32][NH2:33]>C1C=CC=CC=1.[Ti](Cl)(Cl)(Cl)Cl>[CH3:32][N:33]=[C:10]1[C:11]2[C:16](=[CH:15][CH:14]=[CH:13][CH:12]=2)[CH:7]([C:1]2[CH:6]=[CH:5][CH:4]=[CH:3][CH:2]=2)[CH2:8][CH2:9]1. Reported procedure: In a dry 5-liter three-necked, round-bottomed flask equipped with dropping funnel, mechanical stirrer and thermometer, there were placed 133 g. (0.6 mole) of 4-phenyltetralone [prepared from benzophenone according to procedures described in the Journal of the American Chemical Society, Vol. 69, p. 77 (1947); ibid., Vol. 70, p. 1071 (1948); ibid., Vol. 72, p. 501 (1950); ibid., Vol. 76, p. 1642 (1954)] dissolved in two liters of benzene. Stirring commenced and the solution was then cooled to 50° ... Procedure details: Prepared in analogy to example 1.12 from rac-2-amino-N-[(4-chloro-phenyl)-phenyl-methyl]-acetamide hydrochloride (Example 3.1) and 2,4,5-trifluorobenzoic acid. The reactants are Cl.NCC(=O)NC(C1=CC=CC=C1)C1=CC=C(C=C1)Cl (rac-2-amino-N-[(4-chloro-phenyl)-phenyl-methyl]-acetamide hydrochloride), FC1=C(C(=O)O)C=C(C(=C1)F)F (2,4,5-trifluorobenzoic acid). Product: ClC1=CC=C(C=C1)C(C1=CC=CC=C1)NC(=O)CNC(C1=C(C=C(C(=C1)F)F)F)=O (rac-N-({[(4-Chloro-phenyl)-phenyl-methyl]-carbamoyl}-methyl)-2,4,5-trifluoro-benzamide). As a reaction SMILES: Cl.[NH2:2][CH2:3][C:4]([NH:6][CH:7]([C:14]1[CH:19]=[CH:18][C:17]([Cl:20])=[CH:16][CH:15]=1)[C:8]1[CH:13]=[CH:12][CH:11]=[CH:10][CH:9]=1)=[O:5].[F:21][C:22]1[CH:30]=[C:29]([F:31])[C:28]([F:32])=[CH:27][C:23]=1[C:24](O)=[O:25]>>[Cl:20][C:17]1[CH:18]=[CH:19][C:14]([CH:7]([NH:6][C:4]([CH2:3][NH:2][C:24](=[O:25])[C:23]2[CH:27]=[C:28]([F:32])[C:29]([F:31])=[CH:30][C:22]=2[F:21])=[O:5])[C:8]2[CH:13]=[CH:12][CH:11]=[CH:10][CH:9]=2)=[CH:15][CH:16]=1 |f:0.1|. Starting materials: [Br-], CCOCC, C[Mg+], [Cl-], N#CC1CC1C(=O)c1ccc(C(F)(F)F)cc1, [NH4+]. Product: CC(O)(c1ccc(C(F)(F)F)cc1)C1CC1C#N. RXN SMILES: [Br-:1].[CH3:23][CH2:24][O:25][CH2:26][CH3:27].[CH3:2][Mg+:3].[Cl-:21].[F:4][C:5]([c:6]1[cH:7][cH:8][c:9]([C:10](=[O:11])[CH:12]2[CH:13]([C:15]#[N:16])[CH2:14]2)[cH:17][cH:18]1)([F:19])[F:20].[NH4+:22]>>[CH3:2][C:10]([c:9]1[cH:8][cH:7][c:6]([C:5]([F:4])([F:19])[F:20])[cH:18][cH:17]1)([OH:11])[CH:12]1[CH:13]([C:15]#[N:16])[CH2:14]1. Reactants: C(C1=CC=CC=C1)C1=NC(=CC=C1)C#N (2-Benzyl-6-cyanopyridine), C[O-].[Na+] (sodium methoxide). The solvent is CO (methanol). Run at temperature 20 celsius, time 5 hour. Product: C(C1=CC=CC=C1)C1=CC=CC(=N1)C(OC)=N (methyl 6-benzyl-2-picoline imidate). Isolated yield 84.0%. As a reaction SMILES: [CH2:1]([C:8]1[CH:13]=[CH:12][CH:11]=[C:10]([C:14]#[N:15])[N:9]=1)[C:2]1[CH:7]=[CH:6][CH:5]=[CH:4][CH:3]=1.[CH3:16][O-:17].[Na+]>CO>[CH2:1]([C:8]1[N:9]=[C:10]([C:14](=[NH:15])[O:17][CH3:16])[CH:11]=[CH:12][CH:13]=1)[C:2]1[CH:3]=[CH:4][CH:5]=[CH:6][CH:7]=1 |f:1.2|. Procedure: 2-Benzyl-6-cyanopyridine (0.84 g, 0.0043 moles) was added to a solution of sodium methoxide in methanol [prepared by dissolving sodium metal (0.11 g, 0.0047 gram atoms) in methanol (10 ml)] and the mixture stirred at 20° C. for 5 hours. The methanol was evaporated, the residue taken up in chloroform and the precipitate filtered off through a silica bed. Removal of the solvent from the filtrate gave methyl 6-benzyl-2-picoline imidate (0.81 g, 84%) which was used in the next stage without further ... The reactants are CCOC(C)=O, CN(C)C=O, CCOC(=O)c1ccc(CCl)o1, Clc1nc2ccccc2[nH]1, [H-], [Na+]. Yields the product CCOC(=O)c1ccc(Cn2c(Cl)nc3ccccc32)o1. Reaction SMILES: [CH3:25][CH2:26][O:27][C:28](=[O:29])[CH3:30].[CH3:31][N:32]([CH3:33])[CH:34]=[O:35].[Cl:13][CH2:14][c:15]1[cH:16][cH:17][c:18]([C:20](=[O:21])[O:22][CH2:23][CH3:24])[o:19]1.[Cl:1][c:2]1[nH:3][c:4]2[c:5]([n:6]1)[cH:7][cH:8][cH:9][cH:10]2.[H-:11].[Na+:12]>>[Cl:1][c:2]1[n:3]([CH2:14][c:15]2[cH:16][cH:17][c:18]([C:20](=[O:21])[O:22][CH2:23][CH3:24])[o:19]2)[c:4]2[c:5]([n:6]1)[cH:7][cH:8][cH:9][cH:10]2. Reactants: CC1=C(C(=CC=C1[N+](=O)[O-])C)CO (2,6-dimethyl-3-nitrobenzene-1-methanol), N1=CC=CC=C1 (pyridine), C(C)(=O)Cl (acetyl chloride), ice, Cl (hydrochloric acid). Solvent: C1(=CC=CC=C1)C (toluene). Product: C(C)(=O)OCC1=C(C(=CC=C1C)[N+](=O)[O-])C ((2,6-dimethyl-3-nitrophenyl)methyl acetate). The yield is 75.2%. RXN SMILES: [CH3:1][C:2]1[C:7]([N+:8]([O-:10])=[O:9])=[CH:6][CH:5]=[C:4]([CH3:11])[C:3]=1[CH2:12][OH:13].N1C=CC=CC=1.[C:20](Cl)(=[O:22])[CH3:21].Cl>C1(C)C=CC=CC=1>[C:20]([O:13][CH2:12][C:3]1[C:4]([CH3:11])=[CH:5][CH:6]=[C:7]([N+:8]([O-:10])=[O:9])[C:2]=1[CH3:1])(=[O:22])[CH3:21]. Procedure: A stirred solution of 2,6-dimethyl-3-nitrobenzene-1-methanol (51.3 g, 0.283 mole) and 25 ml of pyridine in 350 ml of toluene was warmed to 70°. During a ten minute period, acetyl chloride (22.2 g, 0.283 mole) was added to the reaction mixture. The reaction mixture was heated at 85° for 21/2 hours, then poured over 300 g of ice, and 100 ml of a 4N hydrochloric acid solution was added thereto. The organic phase was separated and washed with 100 ml of aqueous 2N hydrochloric acid, dried over anhydr... Starting materials: C(C1=CC=CC=C1)OC=1C=C(C=CC1)CCNCC=1OC=CC1 ([2-(3-benzyloxy-phenyl)-ethyl]-(furan-2-ylmethyl)amine), ClCC(=O)NC (2-chloro-N-methyl-acetamide), C(C)(C)N(CC)C(C)C (diisopropylethylamine). The solvent is C(C)#N (acetonitrile), Cl (hydrochloric acid), C(C)(=O)OCC (ethyl acetate). The product is Cl.C(C1=CC=CC=C1)OC=1C=C(C=CC1)CCN(CC(=O)NC)CC=1OC=CC1 (2-[[2-(3-Benzyloxy-phenyl)-ethyl]-(furan-2-ylmethy)amino]-N-methyl-acetamide hydrochloride). Isolated yield 65.4%. Reaction SMILES: [CH2:1]([O:8][C:9]1[CH:10]=[C:11]([CH2:15][CH2:16][NH:17][CH2:18][C:19]2[O:20][CH:21]=[CH:22][CH:23]=2)[CH:12]=[CH:13][CH:14]=1)[C:2]1[CH:7]=[CH:6][CH:5]=[CH:4][CH:3]=1.[Cl:24][CH2:25][C:26]([NH:28][CH3:29])=[O:27].C(N(C(C)C)CC)(C)C>C(#N)C.Cl.C(OCC)(=O)C>[ClH:24].[CH2:1]([O:8][C:9]1[CH:10]=[C:11]([CH2:15][CH2:16][N:17]([CH2:18][C:19]2[O:20][CH:21]=[CH:22][CH:23]=2)[CH2:25][C:26]([NH:28][CH3:29])=[O:27])[CH:12]=[CH:13][CH:14]=1)[C:2]1[CH:3]=[CH:4][CH:5]=[CH:6][CH:7]=1 |f:6.7|. Procedure details: A solution of 3.0 g (9.8 mmol) of [2-(3-benzyloxy-phenyl)-ethyl]-(furan-2-ylmethyl)amine, 15.0 g (10.7 mmol) of 2-chloro-N-methyl-acetamide and 1.87 ml (10.7 mmol) of diisopropylethylamine in 50 ml of acetonitrile was stirred under reflux for 24 hours. The solvent was removed under reduced pressure and the crude reaction mixture was purified by flash chromatography (ethyl acetate/hexane 1:1 v:v). The product isolated was dissolved in anhydrous hydrochloric acid in ethyl acetate. The solvent was ... The reactants are CCCCO, COc1ccc(CN)cc1, Clc1nc(Cl)c2[nH]cnc2n1, [Na+], [OH-]. The product is COc1ccc(CNc2nc(Cl)nc3nc[nH]c23)cc1. As a reaction SMILES: [CH2:24]([OH:25])[CH2:26][CH2:27][CH3:28].[CH3:12][O:13][c:14]1[cH:15][cH:16][c:17]([CH2:18][NH2:19])[cH:20][cH:21]1.[Cl:1][c:2]1[n:3][c:4]([Cl:11])[c:5]2[nH:6][cH:7][n:8][c:9]2[n:10]1.[Na+:23].[OH-:22]>>[Cl:1][c:2]1[n:3][c:4]([NH:19][CH2:18][c:17]2[cH:16][cH:15][c:14]([O:13][CH3:12])[cH:21][cH:20]2)[c:5]2[nH:6][cH:7][n:8][c:9]2[n:10]1. Starting materials: [OH-].[Na+] (NaOH), COS(=O)(=O)OC (dimethylsulphate), BrC=1C=C(C=CC1)C=1N=CNC1 (4-m-bromophenyl imidazole), C1(=CC=CC=C1)C (Toluene). The solvent is O (H2O). Reaction conditions: temperature 100 celsius. Yields the product BrC=1C=C(C=CC1)C=1N=CN(C1)C (4-m-bromophenyl-1-methylimidazole). Isolated yield 33.0%. Reaction SMILES: COS(OC)(=O)=O.[Br:8][C:9]1[CH:10]=[C:11]([C:15]2[N:16]=[CH:17][NH:18][CH:19]=2)[CH:12]=[CH:13][CH:14]=1.[C:20]1(C)C=CC=CC=1.[OH-].[Na+]>O>[Br:8][C:9]1[CH:10]=[C:11]([C:15]2[N:16]=[CH:17][N:18]([CH3:20])[CH:19]=2)[CH:12]=[CH:13][CH:14]=1 |f:3.4|. Procedure: Using the method of Hazeldine et al., J. Chem. Soc., 125, 1431-41 (1924) a mixture of dimethylsulphate (145 μl, 1.53 mmol) and 4-m-bromophenyl imidazole (341 mg; 1.54 mmol) was stirred under N2 until the reaction mixture became extremely viscous. Toluene (150 μl) was added, and the mixture was heated at 100° C. for 1 hour. After cooling to ambient temperature, H2O (5 ml) was added, and the reaction mixture was brought to pH 9 with NaOH solution. It was then extracted with CH2Cl2 (2×10 ml). The o...